Dataset: the Open Reaction Database (ORD), a public repository of structured organic reaction records. Task: describe an organic reaction: reactants, conditions, products, and yield Starting materials: ClCCl, CSC(=N)NC(=O)N(C)C, CN(C)C(=O)Cl, c1ccncc1. Product: CSC(=NC(=O)N(C)C)NC(=O)N(C)C. As a reaction SMILES: [CH2:23]([Cl:24])[Cl:25].[CH3:13][N:14]([C:15]([NH:16][C:17]([S:18][CH3:19])=[NH:20])=[O:21])[CH3:22].[CH3:1][N:2]([C:3](=[O:4])[Cl:5])[CH3:6].[cH:7]1[cH:8][cH:9][n:10][cH:11][cH:12]1>>[CH3:1][N:2]([C:3](=[O:4])[N:20]=[C:17]([NH:16][C:15]([N:14]([CH3:13])[CH3:22])=[O:21])[S:18][CH3:19])[CH3:6]. Starting materials: [Br-], COC(=O)c1ccc(C(F)(F)F)nc1C[P+](c1ccccc1)(c1ccccc1)c1ccccc1, ClC(Cl)Cl, O=CCCl, [Na+], [Na+], O=C([O-])[O-], O. The product is C=C=Cc1nc(C(F)(F)F)ccc1C(=O)OC. Reaction SMILES: [Br-:1].[CH3:2][O:3][C:4](=[O:5])[c:6]1[c:7]([CH2:16][P+:17]([c:18]2[cH:19][cH:20][cH:21][cH:22][cH:23]2)([c:24]2[cH:25][cH:26][cH:27][cH:28][cH:29]2)[c:30]2[cH:31][cH:32][cH:33][cH:34][cH:35]2)[n:8][c:9]([C:12]([F:13])([F:14])[F:15])[cH:10][cH:11]1.[CH:46]([Cl:47])([Cl:48])[Cl:49].[Cl:36][CH2:37][CH:38]=[O:39].[Na+:40].[Na+:41].[O-:42][C:43](=[O:44])[O-:45].[OH2:50]>>[CH3:2][O:3][C:4](=[O:5])[c:6]1[c:7]([CH:16]=[C:37]=[CH2:38])[n:8][c:9]([C:12]([F:13])([F:14])[F:15])[cH:10][cH:11]1. The reactants are C(C)(C)(C)OC(NC1=CC(=C(C=C1N)C1=C(C(=CC=C1)F)F)N(C)C)=O ((5-amino-2-dimethylamino-2′,3′-difluoro-biphenyl-4-yl)-carbamic acid tert.-butyl ester), C(C)(C)(C)OC(CC(C1=CC(=CC=C1)N1N=NC=C1COC1OCCCC1)=O)=O ((RS)-3-oxo-3-{3-[5-(tetrahydro-pyran-2-yloxymethyl)-[1,2,3]triazol-1-yl ]-phenyl}-propionic acid tert-butyl ester). Yields the product C(C)(C)(C)OC(NC1=CC(=C(C=C1NC(CC(C1=CC(=CC=C1)N1N=NC=C1COC1OCCCC1)=O)=O)C1=C(C(=CC=C1)F)F)N(C)C)=O ((RS)-[2-Dimethylamino-2′,3′-difluoro-5-(3-oxo-3-{3-[5-(tetrahydro-pyran-2-yloxymethyl)-[1,2,3]triazol-1-yl]-phenyl}-propionylamino)-biphenyl-4-yl]-carbamic acid tert.-butyl ester), solid. RXN SMILES: [C:1]([O:5][C:6](=[O:26])[NH:7][C:8]1[C:13]([NH2:14])=[CH:12][C:11]([C:15]2[CH:20]=[CH:19][CH:18]=[C:17]([F:21])[C:16]=2[F:22])=[C:10]([N:23]([CH3:25])[CH3:24])[CH:9]=1)([CH3:4])([CH3:3])[CH3:2].C([O:31][C:32](=O)[CH2:33][C:34](=[O:54])[C:35]1[CH:40]=[CH:39][CH:38]=[C:37]([N:41]2[C:45]([CH2:46][O:47][CH:48]3[CH2:53][CH2:52][CH2:51][CH2:50][O:49]3)=[CH:44][N:43]=[N:42]2)[CH:36]=1)(C)(C)C>>[C:1]([O:5][C:6](=[O:26])[NH:7][C:8]1[C:13]([NH:14][C:32](=[O:31])[CH2:33][C:34](=[O:54])[C:35]2[CH:40]=[CH:39][CH:38]=[C:37]([N:41]3[C:45]([CH2:46][O:47][CH:48]4[CH2:53][CH2:52][CH2:51][CH2:50][O:49]4)=[CH:44][N:43]=[N:42]3)[CH:36]=2)=[CH:12][C:11]([C:15]2[CH:20]=[CH:19][CH:18]=[C:17]([F:21])[C:16]=2[F:22])=[C:10]([N:23]([CH3:24])[CH3:25])[CH:9]=1)([CH3:4])([CH3:3])[CH3:2]. Procedure details: The title compound was prepared from (5-amino-2-dimethylamino-2′,3′-difluoro-biphenyl-4-yl)-carbamic acid tert.-butyl ester (Example J3) and (RS)-3-oxo-3-{3-[5-(tetrahydro-pyran-2-yloxymethyl)-[1,2,3]triazol-1-yl ]-phenyl}-propionic acid tert-butyl ester (Example K5) according to the general procedure M. Obtained as a yellow solid (253 mg). Starting materials: ClC=1C=C(C(=O)OC)C=C(C1N)Cl (methyl 3,5-dichloro-4-amino-benzoate). The solvent is O (water). Run at temperature 250 celsius, time 3 hour. Product: ClC1=C(N)C(=CC=C1)Cl (2,6-dichloroaniline). The yield is 76.1%. As a reaction SMILES: [Cl:1][C:2]1[CH:3]=[C:4]([CH:9]=[C:10]([Cl:13])[C:11]=1[NH2:12])C(OC)=O>O>[Cl:1][C:2]1[CH:3]=[CH:4][CH:9]=[C:10]([Cl:13])[C:11]=1[NH2:12]. Procedure details: 0.2 mole=48 g of methyl 3,5-dichloro-4-amino-benzoate were initially introduced into an autoclave together with 250 ml of water. The mixture was heated to 250° C. and stirred at this temperature for 3 hours. Reaction gas formed was continuously let off to maintain a pressure of about 40 bar. The product was recovered by steam distillation. 26.9 g of 2,6-dichloroaniline were obtained, corresponding to a yield of 75.3%. Reactants: COC(C1=CC(=CC=C1)OCCCCC)=O (3-amyloxybenzoic acid methyl ester), [OH-].[Na+] (sodium hydroxide), OCl (Hydroxy chloride). Solvent: CO (methanol). Conditions: time 2 day. Product: C(CCCC)OC=1C=C(C(=O)O)C=CC1 (3-amyloxybenzoic acid). Yield: 0.1%. Reaction SMILES: C[O:2][C:3](=[O:16])[C:4]1[CH:9]=[CH:8][CH:7]=[C:6]([O:10][CH2:11][CH2:12][CH2:13][CH2:14][CH3:15])[CH:5]=1.[OH-].[Na+].OCl>CO>[CH2:11]([O:10][C:6]1[CH:5]=[C:4]([CH:9]=[CH:8][CH:7]=1)[C:3]([OH:16])=[O:2])[CH2:12][CH2:13][CH2:14][CH3:15] |f:1.2|. Procedure: To 3-amyloxybenzoic acid methyl ester (35 g) in methanol (200 ml) was added 1N-sodium hydroxide aqueous solution (200 ml) and the mixture was stirred for 2 days at room temperature. Hydroxy chloride (20 ml) was added to the raction mixture. The precipitate was filtered and washed with water, acetonitrile and diisopropyl ether to give 3-amyloxybenzoic acid (30 mg). The reactants are N1(CCOCC1)C=1N=C(NC(C1)=O)CC(=O)[O-].[Na+] (sodium [4-(morpholin-4-yl)-6-oxo-1,6-dihydropyrimidin-2-yl]acetate), C1(CCCC1)OC=1C=C(N)C=CC1 (3-(cyclopentyloxy)aniline). Product: C1(CCCC1)OC=1C=C(C=CC1)NC(CC=1NC(C=C(N1)N1CCOCC1)=O)=O (N-[3-(cyclopentyloxy)phenyl]-2-[4-(morpholin-4-yl)-6-oxo-1,6-dihydropyrimidin-2-yl]acetamide). Yield: 67.8%. RXN SMILES: [N:1]1([C:7]2[N:8]=[C:9]([CH2:14][C:15]([O-:17])=O)[NH:10][C:11](=[O:13])[CH:12]=2)[CH2:6][CH2:5][O:4][CH2:3][CH2:2]1.[Na+].[CH:19]1([O:24][C:25]2[CH:26]=[C:27]([CH:29]=[CH:30][CH:31]=2)[NH2:28])[CH2:23][CH2:22][CH2:21][CH2:20]1>>[CH:19]1([O:24][C:25]2[CH:26]=[C:27]([NH:28][C:15](=[O:17])[CH2:14][C:9]3[NH:10][C:11](=[O:13])[CH:12]=[C:7]([N:1]4[CH2:2][CH2:3][O:4][CH2:5][CH2:6]4)[N:8]=3)[CH:29]=[CH:30][CH:31]=2)[CH2:23][CH2:22][CH2:21][CH2:20]1 |f:0.1|. Procedure details: The product is prepared according to the procedure described in Example 5, using 260 mg of sodium [4-(morpholin-4-yl)-6-oxo-1,6-dihydropyrimidin-2-yl]acetate and 354 mg of 3-(cyclopentyloxy)aniline in place of the 2,4-difluoroaniline. 269 mg of N-[3-(cyclopentyloxy)phenyl]-2-[4-(morpholin-4-yl)-6-oxo-1,6-dihydropyrimidin-2-yl]acetamide are obtained in the form of a white solid, the characteristics of which are the following: Reactants: [SiH](CC)(CC)CC.C(=O)(C(F)(F)F)O (Et3SiH TFA), [H-].[H-].[H-].[H-].[Li+].[Al+3] (LAH), C(C(=O)O)(=O)O.COC1=CC2=C(SC(=C2CC2=CC(=C(C=C2)CN2CCCC2)OC)C2=CC=C(OCCCC(=O)OC)C=C2)C=C1 (Methyl 4-[4-[5-Methoxy-3-[3-methoxy-4-(1-pyrrolidinylmethyl)benzyl]benzo[b]thiophen-2-yl]phenoxy]butyrate Oxalate). The solvent is C(Cl)Cl (CH2Cl2), C1CCOC1 (THF), C(C(=O)[O-])(=O)[O-] (oxalate). Yields the product C(C(=O)O)(=O)O.COC1=CC2=C(SC(=C2CC2=CC(=C(C=C2)CN2CCCC2)OC)C2=CC=C(OCCCCO)C=C2)C=C1 (4-[4-[5-Methoxy-3-[3-methoxy-4-(1-pyrrolidinylmethyl)benzyl]benzo[b]thiophen-2-yl]phenoxy]butanol Oxalate). The yield is 27.0%. Reaction SMILES: [H-].[H-].[H-].[H-].[Li+].[Al+3].[C:7]([OH:12])(=[O:11])[C:8]([OH:10])=[O:9].[CH3:13][O:14][C:15]1[CH:52]=[CH:51][C:18]2[S:19][C:20]([C:37]3[CH:50]=[CH:49][C:40]([O:41][CH2:42][CH2:43][CH2:44][C:45](OC)=[O:46])=[CH:39][CH:38]=3)=[C:21]([CH2:22][C:23]3[CH:28]=[CH:27][C:26]([CH2:29][N:30]4[CH2:34][CH2:33][CH2:32][CH2:31]4)=[C:25]([O:35][CH3:36])[CH:24]=3)[C:17]=2[CH:16]=1.[SiH](CC)(CC)CC.C(O)(C(F)(F)F)=O>C1COCC1.C(Cl)Cl.C([O-])(=O)C([O-])=O>[C:7]([OH:12])(=[O:11])[C:8]([OH:10])=[O:9].[CH3:13][O:14][C:15]1[CH:52]=[CH:51][C:18]2[S:19][C:20]([C:37]3[CH:38]=[CH:39][C:40]([O:41][CH2:42][CH2:43][CH2:44][CH2:45][OH:46])=[CH:49][CH:50]=3)=[C:21]([CH2:22][C:23]3[CH:28]=[CH:27][C:26]([CH2:29][N:30]4[CH2:34][CH2:33][CH2:32][CH2:31]4)=[C:25]([O:35][CH3:36])[CH:24]=3)[C:17]=2[CH:16]=1 |f:0.1.2.3.4.5,6.7,8.9,13.14|. Procedure: The title compound was prepared in 27% yield in three steps from LAH reduction of methyl 4-[4-[5-methoxy-3-[3-methoxy-4-(1-pyrrolidinylmethyl)benzoyl]benzo[b]thiophen-2-yl]phenoxy]butyrate (Part C of Example 38) in THF at 0-10° C. for 1 h, followed by dehydroxylation with Et3SiH/TFA in CH2Cl2 and oxalate formation as previously described.